From a dataset of the Open Reaction Database (ORD), a public repository of structured organic reaction records. describe an organic reaction: reactants, conditions, products, and yield Starting materials: COC(C1=C(C=C(C(=C1)[N+](=O)[O-])Cl)NC(CC1=CC(=CC=C1)Br)=O)=O (2-[2-(3-bromophenyl)-acetylamino]-4-chloro-5-nitro-benzoic acid methyl ester), C[Si](C)(C)[N-][Si](C)(C)C.[Na+] (sodium bis(trimethylsilyl)amide), solution. Solvent: O1CCCC1 (tetrahydrofuran). Reaction conditions: time 2 hour. Yields the product BrC=1C=C(C=CC1)C=1C(NC2=CC(=C(C=C2C1O)[N+](=O)[O-])Cl)=O (3-(3-bromophenyl)-7-chloro-4-hydroxy-6-nitro-1H-quinolin-2-one). Isolated yield 81.3%. RXN SMILES: CO[C:3](=[O:25])[C:4]1[CH:9]=[C:8]([N+:10]([O-:12])=[O:11])[C:7]([Cl:13])=[CH:6][C:5]=1[NH:14][C:15](=[O:24])[CH2:16][C:17]1[CH:22]=[CH:21][CH:20]=[C:19]([Br:23])[CH:18]=1.C[Si]([N-][Si](C)(C)C)(C)C.[Na+]>O1CCCC1>[Br:23][C:19]1[CH:18]=[C:17]([C:16]2[C:15](=[O:24])[NH:14][C:5]3[C:4]([C:3]=2[OH:25])=[CH:9][C:8]([N+:10]([O-:12])=[O:11])=[C:7]([Cl:13])[CH:6]=3)[CH:22]=[CH:21][CH:20]=1 |f:1.2|. Procedure: To a solution of 2-[2-(3-bromophenyl)-acetylamino]-4-chloro-5-nitro-benzoic acid methyl ester (1.18 g in 15 mL dry tetrahydrofuran) at 0° C. was added dropwise a solution of sodium bis(trimethylsilyl)amide (6.9 mL of a 1.0M solution in tetrahydrofuran) and the mixture warmed to room temperature. After 2 hours, the reaction was quenched by the addition of 200 mL iced 6N hydrochloric acid. The slurry was stirred for 10 minutes then filtered and washed (2×) with ice water and then cold acetonitrile... Starting materials: [N+](=O)([O-])C1=C(C=CC(=C1)C(=O)O)C1=C(C=C(C=C1)C(=O)O)[N+](=O)[O-] (2,2'-dinitro-biphenyl-4,4'-dicarboxylic acid), [OH-].[Na+] (sodium hydroxide). Reagents/catalysts: [Pd] (palladium), [Pt]=O (platinum oxide). Solvent: O (water). The product is C1=CC(=CC=2N=NC=3C=C(C=CC3C21)C(=O)O)C(=O)O (benzo-[c]-cinnoline-3,8-dicarboxylic acid). Yield: 63.4%. Reaction SMILES: [N+:1]([C:4]1[CH:9]=[C:8]([C:10]([OH:12])=[O:11])[CH:7]=[CH:6][C:5]=1[C:13]1[CH:18]=[CH:17][C:16]([C:19]([OH:21])=[O:20])=[CH:15][C:14]=1[N+:22]([O-])=O)([O-])=O.[OH-].[Na+]>O.[Pd].[Pt]=O>[CH:6]1[C:5]2[C:13]3[CH:18]=[CH:17][C:16]([C:19]([OH:21])=[O:20])=[CH:15][C:14]=3[N:22]=[N:1][C:4]=2[CH:9]=[C:8]([C:10]([OH:12])=[O:11])[CH:7]=1 |f:1.2|. Reported procedure: 16.8 g (0.05 mol) of 2,2'-dinitro-biphenyl-4,4'-dicarboxylic acid are dissolved in 150 ml of water and 13.5 g (0.1 mol) of 30% sodium hydroxide solution. 100 mg of palladium-on-active charcoal (10%) and 50 mg of platinum oxide are added and the mixture is hydrogenated under normal pressure. 4.7 l of hydrogen are absorbed. The catalyst is filtered off with suction and the filtrate is rendered slightly acid. The precipitate is filtered off with suction and recrystallised from dimethylsulfoxide. 8....